This data is from the Open Reaction Database (ORD), a public repository of structured organic reaction records. The task is: describe an organic reaction: reactants, conditions, products, and yield The reactants are CCC(CC)N1CCNCC1, COC(=O)c1ccc(OC(=O)Cl)cc1, ClCCl. Yields the product CCC(CC)N1CCN(C(=O)Oc2ccc(C(=O)OC)cc2)CC1, Cl. Reaction SMILES: [CH2:1]([CH3:2])[CH:3]([CH2:4][CH3:5])[N:6]1[CH2:7][CH2:8][NH:9][CH2:10][CH2:11]1.[Cl:12][C:13](=[O:14])[O:15][c:16]1[cH:17][cH:18][c:19]([C:22](=[O:23])[O:24][CH3:25])[cH:20][cH:21]1.[Cl:26][CH2:27][Cl:28]>>[CH2:1]([CH3:2])[CH:3]([CH2:4][CH3:5])[N:6]1[CH2:7][CH2:8][N:9]([C:13](=[O:14])[O:15][c:16]2[cH:17][cH:18][c:19]([C:22](=[O:23])[O:24][CH3:25])[cH:20][cH:21]2)[CH2:10][CH2:11]1.[ClH:12]. Reactants: CC(=O)OI1(C=2C=CC=CC2C(=O)O1)(OC(=O)C)OC(=O)C (Dess-Martin periodinane), BrC1=CC=C(CC(C(=O)NCC(CC(CC)(C)C)O)NC(OCC2=CC=CC=C2)=O)C=C1 (benzyl {1-(4-bromobenzyl)-2-[(2-hydroxy-4,4-dimethylhexyl)amino]-2-oxoethyl}carbamate). The solvent is C(Cl)Cl (methylene chloride). Conditions: time 2 hour. Yields the product BrC1=CC=C(CC(C(=O)NCC(CC(CC)(C)C)=O)NC(OCC2=CC=CC=C2)=O)C=C1 (benzyl {1-(4-bromobenzyl)-2-[(4,4-dimethyl-2-oxohexyl)amino]-2-oxoethyl}carbamate). As a reaction SMILES: CC(OI1(OC(C)=O)(OC(C)=O)OC(=O)C2C=CC=CC1=2)=O.[Br:23][C:24]1[CH:54]=[CH:53][C:27]([CH2:28][CH:29]([NH:42][C:43](=[O:52])[O:44][CH2:45][C:46]2[CH:51]=[CH:50][CH:49]=[CH:48][CH:47]=2)[C:30]([NH:32][CH2:33][CH:34]([OH:41])[CH2:35][C:36]([CH3:40])([CH3:39])[CH2:37][CH3:38])=[O:31])=[CH:26][CH:25]=1>C(Cl)Cl>[Br:23][C:24]1[CH:25]=[CH:26][C:27]([CH2:28][CH:29]([NH:42][C:43](=[O:52])[O:44][CH2:45][C:46]2[CH:47]=[CH:48][CH:49]=[CH:50][CH:51]=2)[C:30]([NH:32][CH2:33][C:34](=[O:41])[CH2:35][C:36]([CH3:39])([CH3:40])[CH2:37][CH3:38])=[O:31])=[CH:53][CH:54]=1. Procedure details: Dess-Martin periodinane (8.01 g, 18.9 mmol) was added to an ambient temperature solution of benzyl {1-(4-bromobenzyl)-2-[(2-hydroxy-4,4-dimethylhexyl)amino]-2-oxoethyl}carbamate (6.35 g, 12.6 mmol) in methylene chloride (200 mL). After stirring at ambient temperature for 2 h, the reaction mixture was quenched with saturated aqueous sodium thiosulfate/saturated aqueous sodium bicarbonate (1:1) and extracted with methylene chloride. The combined organic extracts were dried (magnesium sulfate) and ... Starting materials: FC1=C2C(NC=NC2=CC=C1)=O (5-fluoro-3,4-dihydroquinazolin-4-one), C1(=CC=CC=C1)P(C1=CC=CC=C1)C1=CC=CC=C1 (triphenylphosphine), C(Cl)(Cl)(Cl)Cl (carbon tetrachloride). Yields the product FC1=C2C(=NC=NC2=CC=C1)Cl (5-fluoro-4-chloroquinazoline). As a reaction SMILES: [F:1][C:2]1[CH:11]=[CH:10][CH:9]=[C:8]2[C:3]=1[C:4](=O)[NH:5][CH:6]=[N:7]2.C1(P(C2C=CC=CC=2)C2C=CC=CC=2)C=CC=CC=1.C(Cl)(Cl)(Cl)[Cl:33]>>[F:1][C:2]1[CH:11]=[CH:10][CH:9]=[C:8]2[C:3]=1[C:4]([Cl:33])=[N:5][CH:6]=[N:7]2. Procedure details: Thus, 5-fluoro-3,4-dihydroquinazolin-4-one (2 g) was reacted with triphenylphosphine and carbon tetrachloride to give 5-fluoro-4-chloroquinazoline (1.34 g); NMR Spectrum: (CDCl3) 7.47.5 (m, 1H), 7.9-8.0 (m, 2H), 9.1 (s, 1H); and Starting materials: CO, CC(=O)O, Cc1c(-c2ccccc2)oc2c(CSCCCl)cccc2c1=O, O, OO. The product is Cc1c(-c2ccccc2)oc2c(CS(=O)CCCl)cccc2c1=O. As a reaction SMILES: [CH3:27][OH:28].[CH3:29][C:30](=[O:31])[OH:32].[Cl:3][CH2:4][CH2:5][S:6][CH2:7][c:8]1[cH:9][cH:10][cH:11][c:12]2[c:13](=[O:25])[c:14]([CH3:24])[c:15](-[c:18]3[cH:19][cH:20][cH:21][cH:22][cH:23]3)[o:16][c:17]12.[OH2:26].[OH:1][OH:2]>>[O:1]=[S:6]([CH2:5][CH2:4][Cl:3])[CH2:7][c:8]1[cH:9][cH:10][cH:11][c:12]2[c:13](=[O:25])[c:14]([CH3:24])[c:15](-[c:18]3[cH:19][cH:20][cH:21][cH:22][cH:23]3)[o:16][c:17]12. Starting materials: CCCC[N+](CCCC)(CCCC)CCCC, [F-], CCOC(=O)c1cnn(Cc2nc(-c3cc(C#C[Si](C)(C)C)cc(C(F)(F)F)c3)cs2)c1, C1CCOC1, O. Product: C#Cc1cc(-c2csc(Cn3cc(C(=O)OCC)cn3)n2)cc(C(F)(F)F)c1. Reaction SMILES: [CH3:34][CH2:35][CH2:36][CH2:37][N+:38]([CH2:39][CH2:40][CH2:41][CH3:42])([CH2:43][CH2:44][CH2:45][CH3:46])[CH2:47][CH2:48][CH2:49][CH3:50].[F-:33].[F:1][C:2]([c:3]1[cH:4][c:5](-[c:15]2[n:16][c:17]([CH2:20][n:21]3[n:22][cH:23][c:24]([C:26](=[O:27])[O:28][CH2:29][CH3:30])[cH:25]3)[s:18][cH:19]2)[cH:6][c:7]([C:9]#[C:10][Si:11]([CH3:12])([CH3:13])[CH3:14])[cH:8]1)([F:31])[F:32].[O:52]1[CH2:53][CH2:54][CH2:55][CH2:56]1.[OH2:51]>>[F:1][C:2]([c:3]1[cH:4][c:5](-[c:15]2[n:16][c:17]([CH2:20][n:21]3[n:22][cH:23][c:24]([C:26](=[O:27])[O:28][CH2:29][CH3:30])[cH:25]3)[s:18][cH:19]2)[cH:6][c:7]([C:9]#[CH:10])[cH:8]1)([F:31])[F:32]. The product is NC=1C(=NC=NC1)N1C[C@H](CCC1)NC(OC(C)(C)C)=O ((S)-tert-butyl 1-(5-aminopyrimidin-4-yl)piperidin-3-ylcarbamate). RXN SMILES: [NH:1]1[CH2:6][CH2:5][CH2:4][C@H:3]([NH:7][C:8](=[O:14])[O:9][C:10]([CH3:13])([CH3:12])[CH3:11])[CH2:2]1.Cl[C:16]1[N:21]=[C:20](N2CCCCC2)[C:19]([N+:28]([O-])=O)=[CH:18][N:17]=1>>[NH2:28][C:19]1[C:18]([N:1]2[CH2:6][CH2:5][CH2:4][C@H:3]([NH:7][C:8](=[O:14])[O:9][C:10]([CH3:11])([CH3:13])[CH3:12])[CH2:2]2)=[N:17][CH:16]=[N:21][CH:20]=1. Procedure details: Method 1 was followed using (S)-tert-butyl piperidin-3-ylcarbamate and 2-chloro-5-nitro-4-(piperidin-1-yl)pyrimidine. LCMS (m/z): 294.2 (MH+), Rt=0.56 min. The reactants are N1C[C@H](CCC1)NC(OC(C)(C)C)=O ((S)-tert-butyl piperidin-3-ylcarbamate), ClC1=NC=C(C(=N1)N1CCCCC1)[N+](=O)[O-] (2-chloro-5-nitro-4-(piperidin-1-yl)pyrimidine). Reactants: ClCCl, N#Cc1cnn(-c2nc(Cl)c(C(F)(F)F)cc2Cl)c1N, NCc1ccccc1, C1CCOC1. The product is N#Cc1cnn(-c2nc(NCc3ccccc3)c(C(F)(F)F)cc2Cl)c1N. Reaction SMILES: [CH2:34]([Cl:35])[Cl:36].[NH2:1][c:2]1[c:3]([C:19]#[N:20])[cH:4][n:5][n:6]1-[c:7]1[n:8][c:9]([Cl:18])[c:10]([C:14]([F:15])([F:16])[F:17])[cH:11][c:12]1[Cl:13].[NH2:21][CH2:22][c:23]1[cH:24][cH:25][cH:26][cH:27][cH:28]1.[O:29]1[CH2:30][CH2:31][CH2:32][CH2:33]1>>[NH2:1][c:2]1[c:3]([C:19]#[N:20])[cH:4][n:5][n:6]1-[c:7]1[n:8][c:9]([NH:21][CH2:22][c:23]2[cH:24][cH:25][cH:26][cH:27][cH:28]2)[c:10]([C:14]([F:15])([F:16])[F:17])[cH:11][c:12]1[Cl:13].